This data is from the Open Reaction Database (ORD), a public repository of structured organic reaction records. The task is: describe an organic reaction: reactants, conditions, products, and yield Starting materials: ethyl 8-(napthy-1-yl)-4-oxo-4H-quinolizine-3-carboxylate, COC1=CC=C(C=C1)C=1C=CN2C(C(=CC=C2C1)C(=O)OCC)=O (Ethyl 8-(4-Methoxyphenyl)-4-oxo-4H-quinolizine-3-carboxylate). Solvent: C(C)(=O)OCC (ethyl acetate). Yields the product C1(=CC=CC2=CC=CC=C12)C=1C=CN2C(C(=CC=C2C1)C(=O)OCC)=O (Ethyl 8-(Naphth-1-yl)-4-oxo-4H-quinolizine-3-carboxylate). Yield: 51.0%. Reaction SMILES: CO[C:3]1[CH:8]=[CH:7][C:6]([C:9]2[CH:10]=[CH:11][N:12]3[C:17]([CH:18]=2)=[CH:16][CH:15]=[C:14]([C:19]([O:21][CH2:22][CH3:23])=[O:20])[C:13]3=[O:24])=[CH:5][CH:4]=1>C(OCC)(=O)C>[C:6]1([C:9]2[CH:10]=[CH:11][N:12]3[C:17]([CH:18]=2)=[CH:16][CH:15]=[C:14]([C:19]([O:21][CH2:22][CH3:23])=[O:20])[C:13]3=[O:24])[C:7]2[C:8](=[CH:8][CH:3]=[CH:4][CH:5]=2)[CH:3]=[CH:4][CH:5]=1. Reported procedure: Using the procedure as described in Example 17 (i.e., for compound 22) ethyl 8-(napthy-1-yl)-4-oxo-4H-quinolizine-3-carboxylate (23) was isolated in 51% yield by flash chromatography (ethyl acetate). M.p. 245-247° C. 1H NMR (δ, CDCl3): 1.48 (t, J=7 Hz, 3H), 4.48 (q, J=7 Hz, 2H), 6.73 (d, J=8 Hz, 1H), 7.40 (dd, J=2 Hz, J=8 Hz, 1H), 7.55-7.64 (m, 4H), 7.72 (s, 1H), 7.91 (d, J=8 Hz, 1H), 7.98-8.06 (m, 2H), 8.48 (d, J=8 Hz, 1H), 9.52 (d, J=8 Hz, 1H). MS: m/z 343.1213; required for C22H17NO3: 343.120...